Dataset: the Open Reaction Database (ORD), a public repository of structured organic reaction records. Task: describe an organic reaction: reactants, conditions, products, and yield The reactants are FC1=C2CCC(NC2=CC=C1C(CN1CCC(CC1)(C1=CC(=CC=C1)OC)O)O)=O (5-Fluoro-6-[1-hydroxy-2-[4-hydroxy-4-(3-methoxyphenyl)-1-piperidinyl]ethyl]-3,4-dihydroquinolin-2(1H)-one), Cl.CCOC(=O)C (HCl AcOEt). The solvent is CO (methanol). The product is Cl.FC1=C2CCC(NC2=CC=C1C(CN1CCC(CC1)(C1=CC(=CC=C1)OC)O)O)=O (5-Fluoro-6-[1-hydroxy-2-[4-hydroxy-4-(3-methoxyphenyl)-1-piperidinyl]ethyl]-3,4-dihydroquinolin-2(1H)-one hydrochloride). Isolated yield 80.7%. RXN SMILES: [F:1][C:2]1[C:11]([CH:12]([OH:29])[CH2:13][N:14]2[CH2:19][CH2:18][C:17]([OH:28])([C:20]3[CH:25]=[CH:24][CH:23]=[C:22]([O:26][CH3:27])[CH:21]=3)[CH2:16][CH2:15]2)=[CH:10][CH:9]=[C:8]2[C:3]=1[CH2:4][CH2:5][C:6](=[O:30])[NH:7]2.[ClH:31].CCOC(C)=O>CO>[ClH:31].[F:1][C:2]1[C:11]([CH:12]([OH:29])[CH2:13][N:14]2[CH2:15][CH2:16][C:17]([OH:28])([C:20]3[CH:25]=[CH:24][CH:23]=[C:22]([O:26][CH3:27])[CH:21]=3)[CH2:18][CH2:19]2)=[CH:10][CH:9]=[C:8]2[C:3]=1[CH2:4][CH2:5][C:6](=[O:30])[NH:7]2 |f:1.2,4.5|. Reported procedure: To a suspension of 5-Fluoro-6-[1-hydroxy-2-[4-hydroxy-4-(3-methoxyphenyl)-1-piperidinyl]ethyl]-3,4-dihydroquinolin-2(1H)-one (216 mg, 0.522 mmol) in methanol (5 ml) was added 4N HCl-AcOEt (137 μl, 0.548 mmol) and the mixture was concentrated in vacuo. The residue was crystallized twice from 2-propanol to afford 5-Fluoro-6-[1-hydroxy-2-[4-hydroxy-4-(3-methoxyphenyl)-1-piperidinyl]ethyl]-3,4-dihydroquinolin-2(1H)-one hydrochloride as a white solid (190 mg, 81%). Starting materials: ClC1=CC=C2C(=CNC2=C1)C(=O)N1CCC2(CC1)OC(C1=C2C=CC(=C1)F)=O (1′-[(6-chloro-1H-indol-3-yl)carbonyl]-5-fluoro-3H-spiro[2-benzofuran-1,4′-piperidin]-3-one), BrCCC1=CC=NC=C1 (4-(2-bromo-ethyl)-pyridine). Product: ClC1=CC=C2C(=CN(C2=C1)CCC1=CC=NC=C1)C(=O)N1CCC2(CC1)OC(C1=C2C=CC(=C1)F)=O (1′-{[6-Chloro-1-(2-pyridin-4-ylethyl)-1H-indol-3-yl]carbonyl}-5-fluoro-3H-spiro[2-benzofuran-1,4′-piperidin]-3-one). RXN SMILES: [Cl:1][C:2]1[CH:10]=[C:9]2[C:5]([C:6]([C:11]([N:13]3[CH2:18][CH2:17][C:16]4([C:22]5[CH:23]=[CH:24][C:25]([F:27])=[CH:26][C:21]=5[C:20](=[O:28])[O:19]4)[CH2:15][CH2:14]3)=[O:12])=[CH:7][NH:8]2)=[CH:4][CH:3]=1.Br[CH2:30][CH2:31][C:32]1[CH:37]=[CH:36][N:35]=[CH:34][CH:33]=1>>[Cl:1][C:2]1[CH:10]=[C:9]2[C:5]([C:6]([C:11]([N:13]3[CH2:18][CH2:17][C:16]4([C:22]5[CH:23]=[CH:24][C:25]([F:27])=[CH:26][C:21]=5[C:20](=[O:28])[O:19]4)[CH2:15][CH2:14]3)=[O:12])=[CH:7][N:8]2[CH2:30][CH2:31][C:32]2[CH:37]=[CH:36][N:35]=[CH:34][CH:33]=2)=[CH:4][CH:3]=1. Procedure details: Following the general procedure III as described above, the alkylation of 1′-[(6-chloro-1H-indol-3-yl)carbonyl]-5-fluoro-3H-spiro[2-benzofuran-1,4′-piperidin]-3-one (prepared according to example 19) with commercially available 4-(2-bromo-ethyl)-pyridine gave the title compound. ES-MS m/e (%): 504.2 (M+H+). Starting materials: CSc1ccc([N+](=O)[O-])c(C(=O)NCC2CCN(C(c3ccccc3)c3ccccc3)CC2)c1, CCO, Cl, O. Product: CSc1ccc(N)c(C(=O)NCC2CCN(C(c3ccccc3)c3ccccc3)CC2)c1. RXN SMILES: [CH3:1][S:2][c:3]1[cH:4][cH:5][c:6]([N+:32]([O-:33])=[O:34])[c:7]([C:8](=[O:9])[NH:10][CH2:11][CH:12]2[CH2:13][CH2:14][N:15]([CH:18]([c:19]3[cH:20][cH:21][cH:22][cH:23][cH:24]3)[c:25]3[cH:26][cH:27][cH:28][cH:29][cH:30]3)[CH2:16][CH2:17]2)[cH:31]1.[CH3:37][CH2:38][OH:39].[ClH:35].[OH2:36]>>[CH3:1][S:2][c:3]1[cH:4][cH:5][c:6]([NH2:32])[c:7]([C:8](=[O:9])[NH:10][CH2:11][CH:12]2[CH2:13][CH2:14][N:15]([CH:18]([c:19]3[cH:20][cH:21][cH:22][cH:23][cH:24]3)[c:25]3[cH:26][cH:27][cH:28][cH:29][cH:30]3)[CH2:16][CH2:17]2)[cH:31]1. The reactants are C(N)(OC(C)(C)C)=O (Tert-butyl carbamate), C1(CCCCC1)P(C1=C(C=CC=C1)C1=C(C=C(C=C1C(C)C)C(C)C)C(C)C)C1CCCCC1 (2-dicyclohexylphosphino-2′,4′,6′-triisopropyl biphenyl), C([O-])([O-])=O.[Cs+].[Cs+] (cesium carbonate), FC(S(=O)(=O)OC1=CC(=CC=2SC=CC21)C(=O)OCC)(F)F (ethyl 4-(trifluoromethylsulfonyloxy)benzo[b]thiophene-6-carboxylate). The reagents and catalysts are C(C)(=O)[O-].[Pd+2].C(C)(=O)[O-] (palladium acetate). Solvent: O1CCOCC1 (dioxane), C(C)(=O)OCC (ethyl acetate). Conditions: temperature 100 celsius, time 3 hour. Yields the product C(C)(C)(C)OC(=O)NC1=CC(=CC=2SC=CC21)C(=O)OCC (ethyl 4-(tert-butoxycarbonylamino)benzo[b]thiophene-6-carboxylate). As a reaction SMILES: [C:1](=[O:8])([O:3][C:4]([CH3:7])([CH3:6])[CH3:5])[NH2:2].C1(P(C2CCCCC2)C2C=CC=CC=2C2C(C(C)C)=CC(C(C)C)=CC=2C(C)C)CCCCC1.C(=O)([O-])[O-].[Cs+].[Cs+].FC(F)(F)S(O[C:55]1[C:63]2[CH:62]=[CH:61][S:60][C:59]=2[CH:58]=[C:57]([C:64]([O:66][CH2:67][CH3:68])=[O:65])[CH:56]=1)(=O)=O>O1CCOCC1.C(OCC)(=O)C.C([O-])(=O)C.[Pd+2].C([O-])(=O)C>[C:4]([O:3][C:1]([NH:2][C:55]1[C:63]2[CH:62]=[CH:61][S:60][C:59]=2[CH:58]=[C:57]([C:64]([O:66][CH2:67][CH3:68])=[O:65])[CH:56]=1)=[O:8])([CH3:7])([CH3:6])[CH3:5] |f:2.3.4,8.9.10|. Procedure: Tert-butyl carbamate (81 mg), palladium acetate (4 mg), 2-dicyclohexylphosphino-2′,4′,6′-triisopropyl biphenyl (17 mg), and cesium carbonate (340 mg) were added to a solution of ethyl 4-(trifluoromethylsulfonyloxy)benzo[b]thiophene-6-carboxylate obtained in the above-described Step 2 (120 mg) in dioxane (2 ml), and the reaction solution was stirred at 100° C. for 3 hours. The reaction solution was diluted with ethyl acetate, and washed successively with a saturated aqueous sodium bicarbonate sol... Reactants: CC(C1=CC=C(C=C1)Br)O (4-bromo-a-methylbenzyl alcohol), C1(=CC=CC=C1)P(=O)(C1=CC=CC=C1)N=[N+]=[N-] (diphenylphosphoryl azide), N12CCCCCC2=NCCC1 (1,8-diazabicyclo[5.4.0]undec-7-ene). Run in C1(=CC=CC=C1)C (toluene). Reaction conditions: time 16 hour. Yields the product N(=[N+]=[N-])C(C)C1=CC=C(C=C1)Br (2-Azido-2-(4-bromophenyl)ethane). Yield: 99.7%. As a reaction SMILES: [CH3:1][CH:2](O)[C:3]1[CH:8]=[CH:7][C:6]([Br:9])=[CH:5][CH:4]=1.C1(P([N:25]=[N+:26]=[N-:27])(C2C=CC=CC=2)=O)C=CC=CC=1.N12CCCN=C1CCCCC2>C1(C)C=CC=CC=1>[N:25]([CH:2]([C:3]1[CH:8]=[CH:7][C:6]([Br:9])=[CH:5][CH:4]=1)[CH3:1])=[N+:26]=[N-:27]. Procedure: To a solution of 10.0 g (49.7 mmol) of 4-bromo-a-methylbenzyl alcohol and 16.4 g (59.6 mmol) of diphenylphosphoryl azide in 70 mL of toluene was added 9.1 g of 1,8-diazabicyclo[5.4.0]undec-7-ene and the mixture was stirred at room temperature for 16 hours. The reaction mixture was washed once with 30 mL of 10% aqueous sodium bisulfate. The organic layer was separated and the aqueous layer was extracted three times with 10 mL each of ethyl acetate. The combined organics were dried (MgSO4), filter... The reactants are CCOC(=O)C(=NOC)c1csc(NC(=O)OCC(Cl)(Cl)Cl)n1, CCO, O. Product: CON=C(C(=O)O)c1csc(NC(=O)OCC(Cl)(Cl)Cl)n1. RXN SMILES: [CH3:1][O:2][N:3]=[C:4]([C:5](=[O:6])[O:7][CH2:8][CH3:9])[c:10]1[n:11][c:12]([NH:15][C:16](=[O:17])[O:18][CH2:19][C:20]([Cl:21])([Cl:22])[Cl:23])[s:13][cH:14]1.[CH3:25][CH2:26][OH:27].[OH2:24]>>[CH3:1][O:2][N:3]=[C:4]([C:5](=[O:6])[OH:7])[c:10]1[n:11][c:12]([NH:15][C:16](=[O:17])[O:18][CH2:19][C:20]([Cl:21])([Cl:22])[Cl:23])[s:13][cH:14]1. Product: N1(CCCCCC1)CCOC1=CC=C(C=C1)C(=O)C1=C(C=CC2=CC(=CC=C12)O)C1=C(C=CC=C1F)F ([4-(2-Azepan-1-yl-ethoxy)-phenyl]-[2-(2,6-difluoro-phenyl)-6-hydroxy-naphthalen-1-yl]-methanone). Reactants: C([O-])(O)=O.[Na+] (sodium bicarbonate), N1(CCCCCC1)CCOC1=CC=C(C=C1)C(=O)C1=C(C=CC2=CC(=CC=C12)OC)C1=C(C=CC=C1F)F ([4-(2-azepan-1-yl-ethoxy)-phenyl]-[2-(2,6-difluoro-phenyl)-6-methoxy-naphthalen-1-yl]-methanone), hydrochloride salt, C(Cl)(Cl)Cl.C(C)(C)O (chloroform isopropanol), B(Br)(Br)Br (boron tribromide). Yield: 54.0%. The solvent is C(Cl)Cl (methylene chloride). Procedure details: Convert [4-(2-azepan-1-yl-ethoxy)-phenyl]-[2-(2,6-difluoro-phenyl)-6-methoxy-naphthalen-1-yl]-methanone (2.5 g, 4.8 mmol) into the hydrochloride salt and charge a flask with the solid salt. Dissolve the material in 200 mL methylene chloride and chill in ice. Add to this mixture boron tribromide (5.0 mL, 53.0 mmol) while swirling. Stir the reaction at room temperature for one hour and pour into a two phase system of saturated sodium bicarbonate and an organic layer consisting of a 3/1 mixture of ... RXN SMILES: [N:1]1([CH2:8][CH2:9][O:10][C:11]2[CH:16]=[CH:15][C:14]([C:17]([C:19]3[C:28]4[C:23](=[CH:24][C:25]([O:29]C)=[CH:26][CH:27]=4)[CH:22]=[CH:21][C:20]=3[C:31]3[C:36]([F:37])=[CH:35][CH:34]=[CH:33][C:32]=3[F:38])=[O:18])=[CH:13][CH:12]=2)[CH2:7][CH2:6][CH2:5][CH2:4][CH2:3][CH2:2]1.B(Br)(Br)Br.C(=O)(O)[O-].[Na+].C(Cl)(Cl)Cl.C(O)(C)C>C(Cl)Cl>[N:1]1([CH2:8][CH2:9][O:10][C:11]2[CH:16]=[CH:15][C:14]([C:17]([C:19]3[C:28]4[C:23](=[CH:24][C:25]([OH:29])=[CH:26][CH:27]=4)[CH:22]=[CH:21][C:20]=3[C:31]3[C:32]([F:38])=[CH:33][CH:34]=[CH:35][C:36]=3[F:37])=[O:18])=[CH:13][CH:12]=2)[CH2:7][CH2:6][CH2:5][CH2:4][CH2:3][CH2:2]1 |f:2.3,4.5|. Starting materials: C(C)C1=CNC2=C(C=C(C=C12)C(=O)OCC)N1C(CCC1)=O (ethyl 3-ethyl-7-(2-oxo-1-pyrrolidinyl)-1H-indole-5-carboxylate), [H-].[Na+] (NaH), C(C)I (Ethyl iodide). Run in CN(C)C=O (DMF). Reaction conditions: time 15 minute. Product: C(C)C1=CN(C2=C(C=C(C=C12)C(=O)OCC)N1C(CCC1)=O)C (ethyl 3-ethyl-1-methyl-7-(2-oxo-1-pyrrolidinyl)-1H-indole-5-carboxylate). Isolated yield 85.7%. Reaction SMILES: [CH2:1]([C:3]1[C:11]2[C:6](=[C:7]([N:17]3[CH2:21][CH2:20][CH2:19][C:18]3=[O:22])[CH:8]=[C:9]([C:12]([O:14][CH2:15][CH3:16])=[O:13])[CH:10]=2)[NH:5][CH:4]=1)[CH3:2].[H-].[Na+].[CH2:25](I)C>CN(C=O)C>[CH2:1]([C:3]1[C:11]2[C:6](=[C:7]([N:17]3[CH2:21][CH2:20][CH2:19][C:18]3=[O:22])[CH:8]=[C:9]([C:12]([O:14][CH2:15][CH3:16])=[O:13])[CH:10]=2)[N:5]([CH3:25])[CH:4]=1)[CH3:2] |f:1.2|. Procedure: To a solution of ethyl 3-ethyl-7-(2-oxo-1-pyrrolidinyl)-1H-indole-5-carboxylate (B141) (658 mg, 2.3 mmol, 1 equiv) in DMF (10 ml) at room temperature was added NaH (60% dispersion in mineral oil, 120 mg, 3.0 mmol, 1.3 equiv) and the resulting mixture was stirred 15 min at this temperature. Ethyl iodide (187 μl, 3.0 mmol, 1.3 equiv) was added and the resulting solution was stirred for 30 min then concentrated in vacuo. The residue was dissolved in AcOEt and the organic phase was washed with H2O, ... Starting materials: NCC1CCC2N(CCC21)C(=O)OC(C)(C)C (tert-Butyl 4-(aminomethyl)hexahydrocyclopenta[b]pyrrole-1(2H)-carboxylate), C(CCl)Cl (EDC), C=1C=CC2=C(C1)N=NN2O (HOBT), N1=CC(=CC=C1)C(=O)O (3-pyridine carboxylic acid). The solvent is C(Cl)Cl (methylenechloride). Conditions: time 9 hour. Yields the product CC=1C=C(C=NC1)C(=O)NC1CCC2N(CCC21)C(=O)OC(C)(C)C (tert-Butyl 4-{[(5-methylpyridin-3yl)carbonyl]amino}hexahydrocyclopenta[b]pyrrole-1(2H)-carboxylate). Reaction SMILES: [CH2:1](Cl)CCl.[CH:5]1[CH:6]=[CH:7][C:8]2[N:13](O)N=N[C:9]=2[CH:10]=1.[N:15]1[CH:20]=[CH:19][CH:18]=[C:17]([C:21]([OH:23])=O)[CH:16]=1.NCC1C2[CH:29]([N:30]([C:34]([O:36][C:37]([CH3:40])([CH3:39])[CH3:38])=[O:35])CC2)CC1>C(Cl)Cl>[CH3:1][C:19]1[CH:18]=[C:17]([C:21]([NH:13][CH:8]2[CH:7]3[CH:29]([N:30]([C:34]([O:36][C:37]([CH3:40])([CH3:39])[CH3:38])=[O:35])[CH2:5][CH2:6]3)[CH2:10][CH2:9]2)=[O:23])[CH:16]=[N:15][CH:20]=1. Procedure details: A 100 mL round bottom flask was charged with a magnetic stirbar, EDC (3.8 g, 19.9 mmol), HOBT (4.1 g, 26.5 mmol), 5-methyl, 3-pyridine carboxylic acid (2.2 g, 15.9 mmol) and methylenechloride (35 mL). tert-Butyl 4-(aminomethyl)hexahydrocyclopenta[b]pyrrole-1(2H)-carboxylate (cis-isomer, racemic, >95% of one diastereomer, 3 g, 13.3 mmol) was added over 10 minutes and the reaction mixture was allowed to stir for 9 h at room temperature. The solvent was removed in vacuo, and the product was dissolv...